Dataset: the Open Reaction Database (ORD), a public repository of structured organic reaction records. Task: describe an organic reaction: reactants, conditions, products, and yield The reactants are solution, C(CCC)[Li] (n-butyllithium), C(=O)CCCC=1N=CN(C1)[Si](C)(C)C (4-(3-formyl-n-propyl)-1-trimethylsilylimidazole), [Cl-].[NH4+] (ammonium chloride), C(C)(C)(C)NC(=O)C1=CC=C(C=C1)Br (p-(tert-butylaminocarbonyl)-bromobenzene). The solvent is CCCCCC (hexane), O1CCCC1 (tetrahydrofuran), O1CCCC1 (tetrahydrofuran). Conditions: time 30 minute. Yields the product C(C)(C)(C)NC(=O)C1=CC=C(C=C1)C(CCCC=1N=CN(C1)[Si](C)(C)C)O (4-[4-(p-tert-Butylaminocarbonylphenyl)-4-hydroxy-n-butyl]-1-trimethylsilylimidazole). RXN SMILES: [C:1]([NH:5][C:6]([C:8]1[CH:13]=[CH:12][C:11](Br)=[CH:10][CH:9]=1)=[O:7])([CH3:4])([CH3:3])[CH3:2].C([Li])CCC.[CH:20]([CH2:22][CH2:23][CH2:24][C:25]1[N:26]=[CH:27][N:28]([Si:30]([CH3:33])([CH3:32])[CH3:31])[CH:29]=1)=[O:21].[Cl-].[NH4+]>O1CCCC1.CCCCCC>[C:1]([NH:5][C:6]([C:8]1[CH:13]=[CH:12][C:11]([CH:20]([OH:21])[CH2:22][CH2:23][CH2:24][C:25]2[N:26]=[CH:27][N:28]([Si:30]([CH3:31])([CH3:32])[CH3:33])[CH:29]=2)=[CH:10][CH:9]=1)=[O:7])([CH3:4])([CH3:3])[CH3:2] |f:3.4|. Reported procedure: A solution of 6.95 g of p-(tert-butylaminocarbonyl)-bromobenzene is dissolved in 175 ml of tetrahydrofuran at -70° under nitrogen and 20.1 ml of a solution of n-butyllithium (2.7M) in hexane is added dropwise. After reacting 30 min, a solution of 5.69 g of 4-(3-formyl-n-propyl)-1-trimethylsilylimidazole in 10 ml of tetrahydrofuran is added slowly. The reaction mixture is allowed to warm slowly to room temperature and 20 ml of ammonium chloride is added. The organic layer is separated, dried over... Starting materials: C(OCC)([O-])[O-] (Ethyl orthoformate), CON=C(C(=O)OCC)C(C)=O (ethyl 2-methoxyimino-3-oxobutyrate), Example 8 ( 1 ), C(C)O (ethanol). Product: CON=C(C(=O)OCC)C(C)(OCC)OCC (ethyl 2-methoxyimino-3,3-diethoxybutyrate). As a reaction SMILES: C([O-])([O-])[O:2][CH2:3][CH3:4].[CH3:7][O:8][N:9]=[C:10]([C:16](=[O:18])[CH3:17])[C:11]([O:13][CH2:14][CH3:15])=[O:12].[CH2:19](O)[CH3:20]>>[CH3:7][O:8][N:9]=[C:10]([C:16]([O:2][CH2:3][CH3:4])([O:18][CH2:19][CH3:20])[CH3:17])[C:11]([O:13][CH2:14][CH3:15])=[O:12]. Reported procedure: Ethyl orthoformate (1.71 g), "Amberlist 15" (trademark) (200 mg) and ethyl 2-methoxyimino-3-oxobutyrate (syn isomer, 0.5 g) in dry ethanol (2 ml) were treated in a similar manner to that of Example 8 (1) to give ethyl 2-methoxyimino-3,3-diethoxybutyrate (syn isomer, 0.35 g).